This data is from the Open Reaction Database (ORD), a public repository of structured organic reaction records. The task is: describe an organic reaction: reactants, conditions, products, and yield Product: CC(C)CC1CC(C=O)C1. RXN SMILES: [CH2:16]([Al+:17][CH2:18][CH:19]([CH3:20])[CH3:21])[CH:22]([CH3:23])[CH3:24].[CH2:30]([Cl:31])[Cl:32].[CH3:1][O:2][N:3]([C:4](=[O:5])[CH:6]1[CH2:7][CH:8]([CH2:10][CH:11]([CH3:12])[CH3:13])[CH2:9]1)[CH3:14].[H-:15].[S:25](=[O:26])(=[O:27])([OH:28])[OH:29]>>[CH:4](=[O:5])[CH:6]1[CH2:7][CH:8]([CH2:10][CH:11]([CH3:12])[CH3:13])[CH2:9]1. The reactants are CC(C)C[Al+]CC(C)C, ClCCl, CON(C)C(=O)C1CC(CC(C)C)C1, [H-], O=S(=O)(O)O. Reactants: CN(C)C=C1C(C(OC1(C)C)(C)C)=O (4-dimethylaminomethylene-2,2,5,5-tetramethyl-dihydro-furan-3-one), C(C)(=O)O.NC(=N)N (guanidine acetate), C[O-].[Na+] (sodium methylate). The solvent is C(C)O (ethanol). Reaction conditions: temperature 100 celsius. The product is CC1(OC(C=2N=C(N=CC21)N)(C)C)C (5,5,7,7-Tetramethyl-5,7-dihydro-furo[3,4-d]pyrimidin-2-ylamine). The yield is 67.3%. RXN SMILES: CN([CH:4]=[C:5]1[C:9]([CH3:11])([CH3:10])[O:8][C:7]([CH3:13])([CH3:12])[C:6]1=O)C.C(O)(=O)C.[NH2:19][C:20]([NH2:22])=[NH:21].C[O-].[Na+]>C(O)C>[CH3:10][C:9]1([CH3:11])[C:5]2[CH:4]=[N:19][C:20]([NH2:22])=[N:21][C:6]=2[C:7]([CH3:13])([CH3:12])[O:8]1 |f:1.2,3.4|. Procedure: To a solution of 4-dimethylaminomethylene-2,2,5,5-tetramethyl-dihydro-furan-3-one (1.97 g, 10.0 mmol, 1.0 equiv) and guanidine acetate (1.19 g, 10.0 mmol, 1.0 equiv) in ethanol (40 mL) was added sodium methylate (0.54 g, 10.0 mmol, 1.0 equiv) and the reaction mixture heated to 100° C. for 3 h. The solvent was removed under reduced pressure and the reaction product purified by crystallization from a mixture of hot heptane/ethyl acetate to yield 1.3 g (67% yield) of the title compound. MS (EI): 19...